From a dataset of the Open Reaction Database (ORD), a public repository of structured organic reaction records. describe an organic reaction: reactants, conditions, products, and yield Yields the product C(C)(=O)O[C@H]1[C@@H](O[C@@H]([C@H]([C@@H]1OC(C)=O)OC(C)=O)COC(C)=O)OC1=CC=CC2=C1C(=CO2)CCC2=CC=C(C=C2)C(N)=O (4-(2,3,4,6-tetra-O-acetyl-β-D-glucopyranosyloxy)-3-[2-(4-carbamoylphenyl)ethyl]benzofuran). Solvent: ClCCl (dichloromethane). RXN SMILES: [C:1]([C:4]1[CH:9]=[CH:8][C:7]([CH2:10][CH2:11][C:12]2[C:16]3[C:17]([OH:21])=[CH:18][CH:19]=[CH:20][C:15]=3[O:14][CH:13]=2)=[CH:6][CH:5]=1)(=[O:3])[NH2:2].[C:22]([O:25][C@@H:26]1[C@@H:38]([O:39][C:40](=[O:42])[CH3:41])[C@H:37]([O:43][C:44](=[O:46])[CH3:45])[C@@H:36]([CH2:47][O:48][C:49](=[O:51])[CH3:50])[O:35][C@@H:27]1OC(=N)C(Cl)(Cl)Cl)(=[O:24])[CH3:23].C(=O)([O-])O.[Na+]>ClCCl>[C:22]([O:25][C@@H:26]1[C@@H:38]([O:39][C:40](=[O:42])[CH3:41])[C@H:37]([O:43][C:44](=[O:46])[CH3:45])[C@@H:36]([CH2:47][O:48][C:49](=[O:51])[CH3:50])[O:35][C@H:27]1[O:21][C:17]1[C:16]2[C:12]([CH2:11][CH2:10][C:7]3[CH:6]=[CH:5][C:4]([C:1](=[O:3])[NH2:2])=[CH:9][CH:8]=3)=[CH:13][O:14][C:15]=2[CH:20]=[CH:19][CH:18]=1)(=[O:24])[CH3:23] |f:2.3|. Procedure details: To a mixture of 3-[2-(4-carbamoylphenyl)ethyl]-4-hydroxybenzofuran (50 mg) and 2,3,4,6-tetra-O-acetyl-1-O-trichloroacetoimidoyl-α-D-glucopyranose (96 mg) in dichloromethane (3 mL) was added borontrifluoride-diethyl ether complex (0.022 mL), and the mixture was stirred at room temperature overnight. The reaction mixture was poured into a saturated aqueous sodium hydrogen carbonate solution, and the resulting mixture was extracted with ethylacetate. The extract was washed with brine and dried over... Starting materials: C(N)(=O)C1=CC=C(C=C1)CCC1=COC2=C1C(=CC=C2)O (3-[2-(4-carbamoylphenyl)ethyl]-4-hydroxybenzofuran), C(C)(=O)O[C@H]1[C@@H](OC(C(Cl)(Cl)Cl)=N)O[C@@H]([C@H]([C@@H]1OC(C)=O)OC(C)=O)COC(C)=O (2,3,4,6-tetra-O-acetyl-1-O-trichloroacetoimidoyl-α-D-glucopyranose), C(O)([O-])=O.[Na+] (sodium hydrogen carbonate). Yield: 73.6%. Reaction conditions: time 8 hour. Starting materials: COc1ccc(N)cc1, CS(=O)(=O)c1ccc(C=O)cc1, CCO. The product is COc1ccc(N=Cc2ccc(S(C)(=O)=O)cc2)cc1. Reaction SMILES: [CH3:13][O:14][c:15]1[cH:16][cH:17][c:18]([NH2:19])[cH:20][cH:21]1.[CH3:1][S:2](=[O:3])(=[O:4])[c:5]1[cH:6][cH:7][c:8]([CH:9]=[O:10])[cH:11][cH:12]1.[CH3:22][CH2:23][OH:24]>>[CH3:1][S:2](=[O:3])(=[O:4])[c:5]1[cH:6][cH:7][c:8]([CH:9]=[N:19][c:18]2[cH:17][cH:16][c:15]([O:14][CH3:13])[cH:21][cH:20]2)[cH:11][cH:12]1. Starting materials: CN(C)C=O, O=S(Cl)Cl, O=C(O)C(c1ccc([N+](=O)[O-])cc1)S(=O)(=O)O. Product: [Cl-], O=C(O)C(c1ccc([N+](=O)[O-])cc1)S(=O)(=O)O. As a reaction SMILES: [CH3:22][N:23]([CH3:24])[CH:25]=[O:26].[S:1]([Cl:2])([Cl:3])=[O:4].[S:5](=[O:6])(=[O:7])([OH:8])[CH:9]([C:10](=[O:11])[OH:12])[c:13]1[cH:14][cH:15][c:16]([N+:19](=[O:20])[O-:21])[cH:17][cH:18]1>>[Cl-:3].[S:5](=[O:6])(=[O:7])([OH:8])[CH:9]([C:10](=[O:11])[OH:12])[c:13]1[cH:14][cH:15][c:16]([N+:19](=[O:20])[O-:21])[cH:17][cH:18]1. The reactants are C(C)(C)(C)OC(NC1=CC(=CC=C1)N)=O ((3-aminophenyl)carbamic acid tert-butyl ester), SC1=C(C(=O)O)C=CC=N1 (2-mercaptonicotinic acid), CCOC1C=CC2=CC=CC=C2N1C(=O)OCC (EEDQ), BrCC(=O)OCC (ethyl bromoacetate), CCN(C(C)C)C(C)C (DIPEA). Solvent: O (water), O (water), CN(C)C=O (DMF). Reaction conditions: time 15 hour. Product: C(C)OC(CSC1=NC=C(C=C1)C(NC1=CC(=CC=C1)NC(=O)OC(C)(C)C)=O)=O ([5-(3-tert-butoxycarbonylamino-phenylcarbamoyl)pyrdin-2-ylsulfanyl]acetic acid ethyl ester). Isolated yield 32.8%. As a reaction SMILES: [C:1]([O:5][C:6](=[O:15])[NH:7][C:8]1[CH:13]=[CH:12]C=C(N)C=1)([CH3:4])([CH3:3])[CH3:2].[SH:16][C:17]1[N:25]=[CH:24]C=C[C:18]=1[C:19](O)=O.CC[O:28]C1N(C(OCC)=O)C2C(=CC=CC=2)C=C1.Br[CH2:45][C:46]([O:48][CH2:49][CH3:50])=[O:47].CC[N:53]([CH:57]([CH3:59])C)[CH:54]([CH3:56])[CH3:55]>CN(C=O)C.O>[CH2:49]([O:48][C:46](=[O:47])[CH2:45][S:16][C:17]1[CH:18]=[CH:19][C:59]([C:57](=[O:28])[NH:53][C:54]2[CH:55]=[CH:12][CH:13]=[C:8]([NH:7][C:6]([O:5][C:1]([CH3:2])([CH3:3])[CH3:4])=[O:15])[CH:56]=2)=[CH:24][N:25]=1)[CH3:50]. Procedure details: To a mixture of the (3-aminophenyl)carbamic acid tert-butyl ester (100 mg, 0.48 mmol) and 2-mercaptonicotinic acid (81 mg, 0.52 mmol) in DMF (5 mL) was added EEDQ (154 mg, 0.63 mmol). The mixture was stirred at ambient temperature for 15 h, was diluted with water and extracted with ethyl acetate (3×25 mL). The combined extracts were washed with water and brine and dried over magnesium sulfate. The residue was taken up in a small quantity of ethyl acetate (3 mL) and was briefly heated at reflux (... The product is COC1(NC(=O)C(N)c2ccccc2)CN(S(=O)(=O)O)C1=O. Reactants: CO, [K], COC1(NC(=O)C(N=[N+]=[N-])c2ccccc2)CN(S(=O)(=O)O)C1=O, O=C(O)C(F)(F)F. As a reaction SMILES: [CH3:33][OH:34].[K:25].[N:1](=[N+:2]=[N-:3])[CH:4]([C:5](=[O:6])[NH:7][C:8]1([O:17][CH3:18])[C:9](=[O:16])[N:10]([S:12](=[O:13])(=[O:14])[OH:15])[CH2:11]1)[c:19]1[cH:20][cH:21][cH:22][cH:23][cH:24]1.[OH:26][C:27]([C:28]([F:29])([F:30])[F:31])=[O:32]>>[NH2:1][CH:4]([C:5](=[O:6])[NH:7][C:8]1([O:17][CH3:18])[C:9](=[O:16])[N:10]([S:12](=[O:13])(=[O:14])[OH:15])[CH2:11]1)[c:19]1[cH:20][cH:21][cH:22][cH:23][cH:24]1. Starting materials: 20, ClC1=C2C(C(=O)OC2=O)=CC=C1 (3-chlorophthalic anhydride), [F-].[K+] (potassium fluoride). Reaction conditions: temperature 235 celsius. The product is 12.65, FC1=C2C(C(=O)OC2=O)=CC=C1 (3-fluorophthalic anhydride). Yield: 69.0%. RXN SMILES: Cl[C:2]1[CH:12]=[CH:11][CH:10]=[C:4]2[C:5]([O:7][C:8](=[O:9])[C:3]=12)=[O:6].[F-:13].[K+]>>[F:13][C:2]1[CH:12]=[CH:11][CH:10]=[C:4]2[C:5]([O:7][C:8](=[O:9])[C:3]=12)=[O:6] |f:1.2|. Procedure details: A mixture of 20 parts of 3-chlorophthalic anhydride, and 20 parts of anhydrous potassium fluoride was heated and maintained at about 235° C. for about 9 hours. The reaction mixture was then cooled and the crude product removed by vaccum distillation and recrystallized from chloroform to yield 12.65 parts of purified 3-fluorophthalic anhydride (69% yield).